Dataset: the Open Reaction Database (ORD), a public repository of structured organic reaction records. Task: describe an organic reaction: reactants, conditions, products, and yield Reactants: C1CCOC1, CCOC(=O)c1ccc(C#Cc2ccc3c(c2)C(c2cccc(O[Si](C)(C)CC(C)C)c2)=CCC3(C)C)cc1, CCOC(C)=O. The product is CCOC(=O)c1ccc(C#Cc2ccc3c(c2)C(c2cccc(O)c2)=CCC3(C)C)cc1. As a reaction SMILES: [CH2:40]1[O:41][CH2:42][CH2:43][CH2:44]1.[CH3:1][C:2]1([CH3:39])[c:3]2[cH:4][cH:5][c:6]([C:26]#[C:27][c:28]3[cH:29][cH:30][c:31]([C:32](=[O:33])[O:34][CH2:35][CH3:36])[cH:37][cH:38]3)[cH:7][c:8]2[C:9]([c:12]2[cH:13][c:14]([O:18][Si:19]([CH2:20][CH:21]([CH3:22])[CH3:23])([CH3:24])[CH3:25])[cH:15][cH:16][cH:17]2)=[CH:10][CH2:11]1.[CH3:45][CH2:46][O:47][C:48]([CH3:49])=[O:50]>>[CH3:1][C:2]1([CH3:39])[c:3]2[cH:4][cH:5][c:6]([C:26]#[C:27][c:28]3[cH:29][cH:30][c:31]([C:32](=[O:33])[O:34][CH2:35][CH3:36])[cH:37][cH:38]3)[cH:7][c:8]2[C:9]([c:12]2[cH:13][c:14]([OH:18])[cH:15][cH:16][cH:17]2)=[CH:10][CH2:11]1.